Dataset: the Open Reaction Database (ORD), a public repository of structured organic reaction records. Task: describe an organic reaction: reactants, conditions, products, and yield Reactants: epoxy, [OH-].[Na+] (sodium hydroxide), epoxide, NC=1C=C(C=C(C1)N)C(F)(F)F (3,5-diaminobenzotrifluoride), C(Cl)C1CO1 (epichlorohydrin), O (water). The solvent is C(C)O (ethanol). Reaction conditions: temperature 80 celsius, time 6 hour. Product: C(C1CO1)N(C=1C=C(C=C(C1)N(CC1CO1)CC1CO1)C(F)(F)F)CC1CO1 (N,N,N',N'-Tetraglycidyl(3,5-diaminobenzotrifluoride)). As a reaction SMILES: [NH2:1][C:2]1[CH:3]=[C:4]([C:9]([F:12])([F:11])[F:10])[CH:5]=[C:6]([NH2:8])[CH:7]=1.[CH2:13]([CH:15]1[O:17][CH2:16]1)Cl.[OH2:18].[OH-:19].[Na+]>C(O)C>[CH2:13]([N:1]([CH2:13][CH:15]1[O:17][CH2:16]1)[C:2]1[CH:3]=[C:4]([C:9]([F:10])([F:11])[F:12])[CH:5]=[C:6]([N:8]([CH2:5][CH:4]2[O:19][CH2:9]2)[CH2:7][CH:2]2[O:18][CH2:3]2)[CH:7]=1)[CH:15]1[O:17][CH2:16]1 |f:3.4|. Reported procedure: A mixture of 3,5-diaminobenzotrifluoride (116.9 grams, 0.66 moles), epichlorohydrin (491.5 grams, 5.31 moles), water (35 grams) and 95 wt% ethanol (257 grams) was heated in a resin kettle at 80° C. After 6 hours, the temperature was lowered to 60° C. and 30wt% sodium hydroxide solution (445 grams, 3.34 moles) was added over a 1 hour period. The mixture was heated an additional 3.5 hours at 60° C. The volatile components were removed by evaporative distillation at 60° C. and 30 mm. The resin was ... Starting materials: S1C2=C(C=C1C1(CCC1)C#N)C=CC=C2 (1-(benzo[b]thiophen-2-yl)cyclobutanecarbonitrile), CCOCC (ether), C[Mg]I (methylmagnesium iodide). Reaction conditions: time 18 hour. Yields the product S1C2=C(C=C1C1(CCC1)C(C)=O)C=CC=C2 (1-[1-(benzo[b]thiophen-2 yl)cyclobutyl]ethanone). Reaction SMILES: [S:1]1[C:5]([C:6]2(C#N)[CH2:9][CH2:8][CH2:7]2)=[CH:4][C:3]2[CH:12]=[CH:13][CH:14]=[CH:15][C:2]1=2.C[Mg]I.CC[O:21][CH2:22][CH3:23]>>[S:1]1[C:5]([C:6]2([C:22](=[O:21])[CH3:23])[CH2:7][CH2:8][CH2:9]2)=[CH:4][C:3]2[CH:12]=[CH:13][CH:14]=[CH:15][C:2]1=2. Procedure details: A solution of 1-(benzo[b]thiophen-2-yl)cyclobutanecarbonitrile (7.7 g) in ether (50 ml) was added dropwise at ambient temperature under nitrogen to stirred ethereal methylmagnesium iodide solution (3M; 18 ml). When the addition was complete, the mixture was stirred at reflux temperature for 3.5 hours, then it was cooled to ambient temperature. The resulting solid was collected by filtration, washed well with ether, and added in portions to 5M hydrochloric acid (143 ml). The resulting mixture was... Starting materials: C(#N)C1=CC(=C(OCCCC(=O)OCC)C=C1)F (Ethyl 4-(4-cyano-2-fluorophenoxy)butanoate), NO (Hydroxylamine). The solvent is CCO (EtOH). Reaction conditions: time 12 hour. The product is NC(C1=CC(=C(OCCCC(=O)OCC)C=C1)F)=NO (Ethyl 4-{4-[amino(hydroxyimino)methyl]-2-fluorophenoxy}butanoate). Reaction SMILES: [C:1]([C:3]1[CH:17]=[CH:16][C:6]([O:7][CH2:8][CH2:9][CH2:10][C:11]([O:13][CH2:14][CH3:15])=[O:12])=[C:5]([F:18])[CH:4]=1)#[N:2].[NH2:19][OH:20]>CCO>[NH2:2][C:1](=[N:19][OH:20])[C:3]1[CH:17]=[CH:16][C:6]([O:7][CH2:8][CH2:9][CH2:10][C:11]([O:13][CH2:14][CH3:15])=[O:12])=[C:5]([F:18])[CH:4]=1. Reported procedure: Ethyl 4-(4-cyano-2-fluorophenoxy)butanoate (3.50 g; 13.93 mmol; 1 eq.) was dissolved in EtOH (70 mL). Hydroxylamine (2.05 mL; 69.65 mmol; 5 eq.) was added in one portion. The reaction mixture was stirred at RT for 12 hours. The reaction mixture was concentrated under vacuum affording the title compound as a white solid. (3.82 g, 96%). 1H NMR (DMSO-d6, 300 MHz) δ 9.59 (br s, 1H), 7.49-7.43 (m, 2H), 7.18-7.12 (m, 1H), 5.80 (br s, 2H), 4.11-4.02 (m, 4H), 2.46-2.43 (m, 2H), 2.03-1.94 (quint., J=6.97... Reactants: hydrochloride salt, CC1=CC2=C(OC(C2)CN=[N+]=[N-])C=2CCCC12 ((±)-(5-methyl-3,6,7,8-tetrahydro-2H-indeno[4,5-b]furan-2-yl)methyl azide). Reagents/catalysts: [Pd] (palladium on carbon). Product: CC1=CC2=C(OC(C2)CN)C=2CCCC12 ((±)-1-(5-methyl-3,6,7,8-tetrahydro-2H-indeno[4,5-b]furan-2-yl)methanamine). Isolated yield 80.0%. Reaction SMILES: [CH3:1][C:2]1[C:17]2[CH2:16][CH2:15][CH2:14][C:13]=2[C:5]2[O:6][CH:7]([CH2:9][N:10]=[N+]=[N-])[CH2:8][C:4]=2[CH:3]=1>[Pd]>[CH3:1][C:2]1[C:17]2[CH2:16][CH2:15][CH2:14][C:13]=2[C:5]2[O:6][CH:7]([CH2:9][NH2:10])[CH2:8][C:4]=2[CH:3]=1. Procedure details: Treatment of (±)-(5-methyl-3,6,7,8-tetrahydro-2H-indeno[4,5-b]furan-2-yl)methyl 4-methylbenzenesulfonate (0.862 g, 2.40 mmol) with sodium azide (0.469 g, 7.21 mmol) generally according to the procedure described for Intermediate 24 gave (±)-(5-methyl-3,6,7,8-tetrahydro-2H-indeno[4,5-b]furan-2-yl)methyl azide. Treatment of the azide with palladium on carbon (10 wt. %, 0.055 g) generally according to the procedure described for Example 2 gave 0.460 g (80%) of (±)-1-(5-methyl-3,6,7,8-tetrahydro-2H-... Run in O1CCCC1 (tetrahydrofuran). Starting materials: N(=NC(=O)OCC)C(=O)OCC (Diethyl azodicarboxylate), C1(=CC=C(C=C1)S(=O)(=O)OC[C@H](CCC=1C=NC=CC1)O)C ((2S)-2-hydroxy-4-(3-pyridyl)-1-butyl para-toluenesulfonate), C1(=CC=CC=C1)P(C1=CC=CC=C1)C1=CC=CC=C1 (triphenylphosphine), C(C1=CC=CC=C1)(=O)O (benzoic acid). The product is C1(=CC=C(C=C1)S(=O)(=O)OC[C@@H](CCC=1C=NC=CC1)OC(C1=CC=CC=C1)=O)C ((2R)-2-Benzoyloxy-4-(3-pyridyl)-1-butyl para-toluenesulfonate). The yield is 64.7%. Reported procedure: Diethyl azodicarboxylate (0.61 ml) was added to a solution of (2S)-2-hydroxy-4-(3-pyridyl)-1-butyl para-toluenesulfonate (1.4 g), triphenylphosphine (1.31 g) and benzoic acid (0.61 g) in tetrahydrofuran (30 ml) at 0° C. and the resulting solution stirred for 1 hour. The mixture was concentrated under reduced pressure and the residue obtained purified by column chromatography over silica eluting with diethyl ether to give the sub-title compound as a white solid (1.2 g). As a reaction SMILES: N(C(OCC)=O)=NC(OCC)=O.[C:13]1([CH3:34])[CH:18]=[CH:17][C:16]([S:19]([O:22][CH2:23][C@@H:24]([OH:33])[CH2:25][CH2:26][C:27]2[CH:28]=[N:29][CH:30]=[CH:31][CH:32]=2)(=[O:21])=[O:20])=[CH:15][CH:14]=1.C1(P(C2C=CC=CC=2)C2C=CC=CC=2)C=CC=CC=1.[C:54](O)(=[O:61])[C:55]1[CH:60]=[CH:59][CH:58]=[CH:57][CH:56]=1>O1CCCC1>[C:13]1([CH3:34])[CH:18]=[CH:17][C:16]([S:19]([O:22][CH2:23][C@H:24]([O:33][C:54](=[O:61])[C:55]2[CH:60]=[CH:59][CH:58]=[CH:57][CH:56]=2)[CH2:25][CH2:26][C:27]2[CH:28]=[N:29][CH:30]=[CH:31][CH:32]=2)(=[O:21])=[O:20])=[CH:15][CH:14]=1. Conditions: time 1 hour.